This data is from the Open Reaction Database (ORD), a public repository of structured organic reaction records. The task is: describe an organic reaction: reactants, conditions, products, and yield Starting materials: O=C1NC=CC(=C1)C(=O)OC (methyl 2-oxo-1,2-dihydropyridine-4-carboxylate), FC=1C=C(C=CC1)B(O)O (3-fluorophenylboronic acid), N1=CC=CC=C1 (pyridine), CC1(CCCC(N1[O])(C)C)C (TEMPO). Reagents/catalysts: CC(=O)[O-].CC(=O)[O-].[Cu+2] (Cu(OAc)2). The solvent is C(Cl)Cl (DCM). The product is FC=1C=C(C=CC1)N1C(C=C(C=C1)C(=O)OC)=O (methyl 1-(3-fluorophenyl)-2-oxo-1,2-dihydropyridine-4-carboxylate). Reaction SMILES: [O:1]=[C:2]1[CH:7]=[C:6]([C:8]([O:10][CH3:11])=[O:9])[CH:5]=[CH:4][NH:3]1.[F:12][C:13]1[CH:14]=[C:15](B(O)O)[CH:16]=[CH:17][CH:18]=1.N1C=CC=CC=1.CC1(C)N([O])C(C)(C)CCC1>C(Cl)Cl.CC([O-])=O.CC([O-])=O.[Cu+2]>[F:12][C:13]1[CH:18]=[C:17]([N:3]2[CH:4]=[CH:5][C:6]([C:8]([O:10][CH3:11])=[O:9])=[CH:7][C:2]2=[O:1])[CH:16]=[CH:15][CH:14]=1 |f:5.6.7,^1:31|. Procedure details: A mixture of methyl 2-oxo-1,2-dihydropyridine-4-carboxylate 89-1 (153 mg, 1.00 mmol), (3-fluorophenyl)boronic acid 6-6 (280 mg, 2.00 mmol), Cu(OAc)2 (36 mg, 0.2 mmol), molecular sieves (4 Å, activated, 200 mg), pyridine (162 μL, 2.0 mmol) and TEMPO (2,2,6,6-tetramethyl-1-piperidinyloxy, free radical, 172 mg, 1.1 mmol) in DCM (2.0 mL) was stirred at room temperature under dry air. The mixture was then filtered through celite (washed with ethyl acetate); and the filtrate was washed with 5% ammonia... Product: O=C1N(C(c2ccccc2)c2ccccc2)c2ccccc2C1(O)c1cc(F)c(F)cc1O. Starting materials: CC(C)[Mg+], O=C1C(=O)N(C(c2ccccc2)c2ccccc2)c2ccccc21, [Cl-], Oc1ccc(F)c(F)c1, C1CCOC1. As a reaction SMILES: [CH:11]([Mg+:12])([CH3:13])[CH3:14].[CH:15]([c:16]1[cH:17][cH:18][cH:19][cH:20][cH:21]1)([c:22]1[cH:23][cH:24][cH:25][cH:26][cH:27]1)[N:28]1[C:29](=[O:30])[C:31](=[O:32])[c:33]2[cH:34][cH:35][cH:36][cH:37][c:38]21.[Cl-:10].[F:1][c:2]1[cH:3][c:4]([OH:9])[cH:5][cH:6][c:7]1[F:8].[O:39]1[CH2:40][CH2:41][CH2:42][CH2:43]1>>[F:1][c:2]1[cH:3][c:4]([OH:9])[c:5]([C:31]2([OH:32])[C:29](=[O:30])[N:28]([CH:15]([c:16]3[cH:17][cH:18][cH:19][cH:20][cH:21]3)[c:22]3[cH:23][cH:24][cH:25][cH:26][cH:27]3)[c:38]3[c:33]2[cH:34][cH:35][cH:36][cH:37]3)[cH:6][c:7]1[F:8]. Starting materials: ice water, C(=O)C1=CC=C(C(=O)O)C=C1 (4-formylbenzoic acid), OC1=C(C=C(C=C1)C(C)=O)C (4′-hydroxy-3′-methylacetophenone), [OH-].[K+] (potassium hydroxide), Cl (HCl). Run in O (water), CO (methanol). Run at time 8 hour. Product: OC1=C(C=C(C=C1)C(/C=C/C1=CC=C(C(=O)O)C=C1)=O)C ((E)-4-(3-(4-Hydroxy-3-methylphenyl)-3-oxoprop-1-enyl)benzoic acid). Isolated yield 88.6%. RXN SMILES: [CH:1]([C:3]1[CH:11]=[CH:10][C:6]([C:7]([OH:9])=[O:8])=[CH:5][CH:4]=1)=O.[OH:12][C:13]1[CH:18]=[CH:17][C:16]([C:19](=[O:21])[CH3:20])=[CH:15][C:14]=1[CH3:22].[OH-].[K+].Cl>CO.O>[OH:12][C:13]1[CH:18]=[CH:17][C:16]([C:19](=[O:21])/[CH:20]=[CH:1]/[C:3]2[CH:11]=[CH:10][C:6]([C:7]([OH:9])=[O:8])=[CH:5][CH:4]=2)=[CH:15][C:14]=1[CH3:22] |f:2.3|. Reported procedure: Commercially available 4-formylbenzoic acid (15.0 g, 0.1 mol) and commercially available 4′-hydroxy-3′-methylacetophenone (15.0 g, 0.1 mol) were dissolved in 150 mL of methanol and 50 mL of water. The solution was cooled with an ice-water bath, to which was added potassium hydroxide (28.0 g, 0.5 mol). The reaction mixture was stirred overnight. The resulted mixture was poured on to 600 mL of ice-water, acidified to pH=4-5 with 1 M HCl, filtered, washed with water (200 mL), and dried in the air. ... The reactants are Oc1ccccc1Br, O=C([O-])[O-], CN(C)C=O, CC(=O)C(C)Cl, [I-], [K+], [K+], [K+], O. Product: CC(=O)C(C)Oc1ccccc1Br. Reaction SMILES: [Br:1][c:2]1[c:3]([OH:8])[cH:4][cH:5][cH:6][cH:7]1.[C:9](=[O:10])([O-:11])[O-:12].[CH3:24][N:25]([CH3:26])[CH:27]=[O:28].[Cl:17][CH:18]([C:19]([CH3:20])=[O:21])[CH3:22].[I-:16].[K+:13].[K+:14].[K+:15].[OH2:23]>>[Br:1][c:2]1[c:3]([O:8][CH:18]([C:19]([CH3:20])=[O:21])[CH3:22])[cH:4][cH:5][cH:6][cH:7]1. The reactants are three, C1=CC=NC=C1.F (HF-pyridine), CC(C(=O)OC1CC(CC2CCC(C(C12)CCC1OC(CC(C1)OCOCC1=CC=CC=C1)=O)C)OC(C)(C)C)CC (2-Methylbutanoic acid, 3-[[(1,1-dimethylethyl)]oxy]decahydro-7-methyl-8-[2-[tetrahydro-6-oxo-4-[(phenylmethoxy)-methoxy]-2H-pyran-2-yl]ethyl]-1-naphthalenyl ester). Run in C(C)(=O)OCC (ethyl acetate), C(C)#N (acetonitrile). Conditions: temperature 0 celsius. The product is CC(C(=O)OC1CC(CC2CCC(C(C12)CCC1OC(CC(C1)OCOCC1=CC=CC=C1)=O)C)O)CC (2-Methylbutanoic acid, decahydro-3-hydroxy-7-methyl-8-[2-[tetrahydro-6-oxo-4-[(phenylmethoxy)methoxy]-2H-pyran-2-yl]ethyl]-1-naphthalenyl ester). The yield is 9.3%. Reaction SMILES: [CH3:1][CH:2]([CH2:41][CH3:42])[C:3]([O:5][CH:6]1[CH:15]2[CH:10]([CH2:11][CH2:12][CH:13]([CH3:35])[CH:14]2[CH2:16][CH2:17][CH:18]2[CH2:23][CH:22]([O:24][CH2:25][O:26][CH2:27][C:28]3[CH:33]=[CH:32][CH:31]=[CH:30][CH:29]=3)[CH2:21][C:20](=[O:34])[O:19]2)[CH2:9][CH:8]([O:36]C(C)(C)C)[CH2:7]1)=[O:4].C1C=CN=CC=1.F>C(#N)C.C(OCC)(=O)C>[CH3:1][CH:2]([CH2:41][CH3:42])[C:3]([O:5][CH:6]1[CH:15]2[CH:10]([CH2:11][CH2:12][CH:13]([CH3:35])[CH:14]2[CH2:16][CH2:17][CH:18]2[CH2:23][CH:22]([O:24][CH2:25][O:26][CH2:27][C:28]3[CH:29]=[CH:30][CH:31]=[CH:32][CH:33]=3)[CH2:21][C:20](=[O:34])[O:19]2)[CH2:9][CH:8]([OH:36])[CH2:7]1)=[O:4] |f:1.2|. Procedure: A solution of 28.8 g (44.7 mmol) of intermediate 3B in 400 ml of acetonitrile was cooled at -20° C. under argon and treated with three 10 ml portions of HF-pyridine over 2 hours, with warming to 0° C. after 1.5 hours. The reaction mixture was diluted with 500 ml of ethyl acetate and washed sequentially with saturated copper sulfate (aqueous 2×150 ml), brine (1×250, 200 and 150 ml) and saturated sodium bicarbonate (aqueous, 2×250 ml, 1×200 ml). After drying the ethyl acetate solution with sodium ... The reactants are C#CC1(O)CCC2C3CCC4=C(CCC(=O)C4)C3CCC21CC, CO, Cl, O. The product is C#CC1(O)CCC2C3CCC4=CC(=O)CCC4C3CCC21CC. RXN SMILES: [CH2:1]([CH3:2])[C:3]12[C:4]([OH:21])([C:22]#[CH:23])[CH2:5][CH2:6][CH:7]1[CH:8]1[CH:9]([CH2:10][CH2:11]2)[C:12]2=[C:17]([CH2:16][C:15](=[O:20])[CH2:14][CH2:13]2)[CH2:18][CH2:19]1.[CH3:24][OH:25].[ClH:26].[OH2:27]>>[CH2:1]([CH3:2])[C:3]12[C:4]([OH:21])([C:22]#[CH:23])[CH2:5][CH2:6][CH:7]1[CH:8]1[CH:9]([CH2:10][CH2:11]2)[CH:12]2[CH2:13][CH2:14][C:15](=[O:20])[CH:16]=[C:17]2[CH2:18][CH2:19]1.